Dataset: the Open Reaction Database (ORD), a public repository of structured organic reaction records. Task: describe an organic reaction: reactants, conditions, products, and yield Reactants: COC(C1=C(C=CC(=C1)C#N)C1N(C(N(C=2CCCC(C12)=O)C1=CC(=CC=C1)C(F)(F)F)=O)C)=O (5-Cyano-2-[3-methyl-2,5-dioxo-1-(3-trifluoromethyl-phenyl)-1,2,3,4,5,6,7,8-octahydro-quinazolin-4-yl]-benzoic acid methyl ester), COC(C1=C(C=CC(=C1)C#N)C1N(C(N(C=2CCCC(C12)=O)C1=CC(=CC=C1)C(F)(F)F)=O)C)=O (5-Cyano-2-[3-methyl-2,5-dioxo-1-(3-trifluoromethyl-phenyl)-1,2,3,4,5,6,7,8-octahydro-quinazolin-4-yl]-benzoic acid methyl ester), [OH-].[Li+] (lithium hydroxide). The solvent is O1CCOCC1 (1.4-dioxane), O (water), O (water). Yields the product C(#N)C=1C=CC(=C(C(=O)O)C1)C1N(C(N(C=2CCCC(C12)=O)C1=CC(=CC=C1)C(F)(F)F)=O)C (5-Cyano-2-[3-methyl-2,5-dioxo-1-(3-trifluoromethyl-phenyl)-1,2,3,4,5,6,7,8-octahydro-quinazolin-4-yl]-benzoic acid). Reaction SMILES: C[O:2][C:3](=[O:35])[C:4]1[CH:9]=[C:8]([C:10]#[N:11])[CH:7]=[CH:6][C:5]=1[CH:12]1[C:21]2[C:20](=[O:22])[CH2:19][CH2:18][CH2:17][C:16]=2[N:15]([C:23]2[CH:28]=[CH:27][CH:26]=[C:25]([C:29]([F:32])([F:31])[F:30])[CH:24]=2)[C:14](=[O:33])[N:13]1[CH3:34].[OH-].[Li+]>O1CCOCC1.O>[C:10]([C:8]1[CH:7]=[CH:6][C:5]([CH:12]2[C:21]3[C:20](=[O:22])[CH2:19][CH2:18][CH2:17][C:16]=3[N:15]([C:23]3[CH:28]=[CH:27][CH:26]=[C:25]([C:29]([F:32])([F:30])[F:31])[CH:24]=3)[C:14](=[O:33])[N:13]2[CH3:34])=[C:4]([CH:9]=1)[C:3]([OH:35])=[O:2])#[N:11] |f:1.2|. Procedure: 5-Cyano-2-[3-methyl-2,5-dioxo-1-(3-trifluoromethyl-phenyl)-1,2,3,4,5,6,7,8-octahydro-quinazolin-4-yl]-benzoic acid methyl ester (INTERMEDIATE 24, 5.3 g, 11 mmol) and lithium hydroxide (0.78 g, 32.9 mmol) are stirred in 1.4-dioxane (90 ml) and water (30.0 mL) at room temperature for 7.5 h. The reaction mixture is diluted with water and the extracted with diethyl ether. The aqueous phase is acidified with hydrochloric acid to a pH of 2 and extracted with ethyl acetate. The ethyl acetate phase is e... Reactants: O=C(O)c1cc2ccc(Cl)cc2s1, CC(C)(C)OC(=O)N1CCC(CN)C1. Product: CC(C)(C)OC(=O)N1CCC(CNC(=O)c2cc3ccc(Cl)cc3s2)C1. As a reaction SMILES: [Cl:15][c:16]1[cH:17][cH:18][c:19]2[c:20]([s:21][c:22]([C:24](=[O:25])[OH:26])[cH:23]2)[cH:27]1.[NH2:1][CH2:2][CH:3]1[CH2:4][N:5]([C:8](=[O:9])[O:10][C:11]([CH3:12])([CH3:13])[CH3:14])[CH2:6][CH2:7]1>>[NH:1]([CH2:2][CH:3]1[CH2:4][N:5]([C:8](=[O:9])[O:10][C:11]([CH3:12])([CH3:13])[CH3:14])[CH2:6][CH2:7]1)[C:24]([c:22]1[s:21][c:20]2[c:19]([cH:18][cH:17][c:16]([Cl:15])[cH:27]2)[cH:23]1)=[O:25]. Reactants: [H-].[Na+] (sodium hydride), C1CCOC1.O (THF water), [H-].[Na+] (sodium hydride), C(=O)OCC(CCOC1=CC=CC2=CC=CC=C12)NC=O (2-(formylamino)-4-(1-naphthyloxy)-1-butanol formate), CI (methyl iodide). The solvent is C1CCOC1 (THF), C1CCOC1 (THF), C1CCOC1 (THF). Run at temperature 40 celsius, time 18 hour. The product is COCC(CCOC1=CC=CC2=CC=CC=C12)N(C=O)C (N-[1-(Methoxymethyl)-3-(1-naphthyloxy)propyl]-N-methylformamide), ( 7H ). Reaction SMILES: [CH:1]([O:3][CH2:4][CH:5]([NH:19][CH:20]=[O:21])[CH2:6][CH2:7][O:8][C:9]1[C:18]2[C:13](=[CH:14][CH:15]=[CH:16][CH:17]=2)[CH:12]=[CH:11][CH:10]=1)=O.[H-].[Na+].CI.[CH2:26]1COCC1.O>C1COCC1>[CH3:1][O:3][CH2:4][CH:5]([N:19]([CH3:26])[CH:20]=[O:21])[CH2:6][CH2:7][O:8][C:9]1[C:18]2[C:13](=[CH:14][CH:15]=[CH:16][CH:17]=2)[CH:12]=[CH:11][CH:10]=1 |f:1.2,4.5|. Procedure: A solution of 2-(formylamino)-4-(1-naphthyloxy)-1-butanol formate, described in Example 3, in THF (30 ml) is added dropwise to a suspension of 51% sodium hydride (600 mg) in THF (30 ml). The mixture is heated at 40° C. for one and a half hours and then cooled to room temperature. A solution of methyl iodide (2.4 g) in THF (10 ml) is added and the mixture stirred at room temperature for 18 hours. Excess sodium hydride is decomposed by the addition of THF/water (9:1). The mixture is filtered throu...